From a dataset of the Open Reaction Database (ORD), a public repository of structured organic reaction records. describe an organic reaction: reactants, conditions, products, and yield Starting materials: [Li]SC, COc1ccc(I)c2c1CC1C(C2)OCCN1C, CN(C)C=O. Product: COc1ccc(SC)c2c1CC1C(C2)OCCN1C. As a reaction SMILES: [CH3:19][S:20][Li:21].[I:1][c:2]1[cH:3][cH:4][c:5]([O:17][CH3:18])[c:6]2[c:16]1[CH2:15][CH:9]1[CH:8]([CH2:7]2)[N:13]([CH3:14])[CH2:12][CH2:11][O:10]1.[O:22]=[CH:23][N:24]([CH3:25])[CH3:26]>>[c:2]1([S:20][CH3:19])[cH:3][cH:4][c:5]([O:17][CH3:18])[c:6]2[c:16]1[CH2:15][CH:9]1[CH:8]([CH2:7]2)[N:13]([CH3:14])[CH2:12][CH2:11][O:10]1. Starting materials: [BH4-], O=C(O)c1ccnc(Br)c1, Cl, [H][H], [Na+], C1CCOC1. Product: OCc1ccnc(Br)c1. As a reaction SMILES: [BH4-:1].[Br:3][c:4]1[n:5][cH:6][cH:7][c:8]([C:10](=[O:11])[OH:12])[cH:9]1.[ClH:15].[H:13][H:14].[Na+:2].[O:16]1[CH2:17][CH2:18][CH2:19][CH2:20]1>>[Br:3][c:4]1[n:5][cH:6][cH:7][c:8]([CH2:10][OH:11])[cH:9]1. Reactants: NC=1OC(C(N1)=O)C(C)C (2-amino-5-isopropyl-1,3-oxazol-4(5H)-one), NC1CC(NC(C1)(C)C)(C)C (4-amino-2,2,6,6-tetramethylpiperidine). The product is C(C)(C)C1C(N=C(O1)NC1CC(NC(C1)(C)C)(C)C)=O (5-isopropyl-2-[(2,2,6,6-tetramethylpiperidin-4-yl)amino]-1,3-oxazol-4(5H)-one). As a reaction SMILES: [NH2:1][C:2]1[O:3][CH:4]([CH:8]([CH3:10])[CH3:9])[C:5](=[O:7])[N:6]=1.N[CH:12]1[CH2:17][C:16]([CH3:19])([CH3:18])[NH:15][C:14]([CH3:21])([CH3:20])[CH2:13]1>>[CH:8]([CH:4]1[O:3][C:2]([NH:1][CH:12]2[CH2:17][C:16]([CH3:19])([CH3:18])[NH:15][C:14]([CH3:21])([CH3:20])[CH2:13]2)=[N:6][C:5]1=[O:7])([CH3:10])[CH3:9]. Procedure details: Synthesis was performed from 2-amino-5-isopropyl-1,3-oxazol-4(5H)-one and 4-amino-2,2,6,6-tetramethylpiperidine according to Method G+H.